Task: describe an organic reaction: reactants, conditions, products, and yield. Dataset: the Open Reaction Database (ORD), a public repository of structured organic reaction records Reactants: ClC1=CC=C(C=C1)C1=C(OC2=C(C(=CC=C2C1=O)O)I)C(C)C (3-(4-Chlorophenyl)-7-hydroxy-8-iodo-2-isopropyl-chromen-4-one), C1(=CC=CC=C1)P(CCCP(C1=CC=CC=C1)C1=CC=CC=C1)C1=CC=CC=C1 (1,3-bis(diphenylphosphino)propane), C([O-])([O-])=O.[K+].[K+] (potassium carbonate), C(=C)OCCCC (butyl vinyl ether). The reagents and catalysts are C(C)(=O)[O-].[Pd+2].C(C)(=O)[O-] (palladium acetate). Run in CN1C(CCC1)=O (N-methyl-2-pyrrolidinone), O (water), O (Water). Conditions: temperature 80 celsius. Product: C(C)(=O)C=1C(=CC=C2C(C(=C(OC12)C(C)C)C1=CC=C(C=C1)Cl)=O)O (8-Acetyl-3-(4-chlorophenyl)-7-hydroxy-2-isopropyl-chromen-4-one). As a reaction SMILES: [Cl:1][C:2]1[CH:7]=[CH:6][C:5]([C:8]2[C:17](=[O:18])[C:16]3[C:11](=[C:12](I)[C:13]([OH:19])=[CH:14][CH:15]=3)[O:10][C:9]=2[CH:21]([CH3:23])[CH3:22])=[CH:4][CH:3]=1.C1(P(C2C=CC=CC=2)CCCP(C2C=CC=CC=2)C2C=CC=CC=2)C=CC=CC=1.C(=O)([O-])[O-].[K+].[K+].[CH:59]([O:61]CCCC)=[CH2:60]>CN1CCCC1=O.C([O-])(=O)C.[Pd+2].C([O-])(=O)C.O>[C:59]([C:12]1[C:13]([OH:19])=[CH:14][CH:15]=[C:16]2[C:11]=1[O:10][C:9]([CH:21]([CH3:23])[CH3:22])=[C:8]([C:5]1[CH:6]=[CH:7][C:2]([Cl:1])=[CH:3][CH:4]=1)[C:17]2=[O:18])(=[O:61])[CH3:60] |f:2.3.4,7.8.9|. Procedure: 3-(4-Chlorophenyl)-7-hydroxy-8-iodo-2-isopropyl-chromen-4-one (1.1 g, 2.5 mmol), 1,3-bis(diphenylphosphino)propane (206 mg, 0.5 mmol), palladium acetate (56 mg, 0.25 mmol) and potassium carbonate (380 mg, 2.75 mmol) are mixed in N-methyl-2-pyrrolidinone (10 ml) in a 20 ml capacity microwave tube. Water (2 ml) and butyl vinyl ether (1.62 ml, 12.5 mmol) are added, the tube is sealed, and the mixture is heated at 80° C. under microwave irradiation for 45 min. The mixture is cooled to room temperatu... The reactants are [H-].[Na+] (sodium hydride), BrCC1=CC=C(C=C1)S(=O)(=O)Cl (4-(bromomethyl)-benzenesulphonylchloride), C(C)(C)(C)OC(\C=C\C1=CNC=C1)=O ((E)-3-(1H-pyrrol-3-yl)acrylic acid tert-butyl ester), C(C)(C)(C)OC(\C=C\C1=CNC=C1)=O ((E)-3-(1H-pyrrol-3-yl)acrylic acid tert-butyl ester), O (water). The solvent is C1CCOC1 (THF). Run at time 45 minute. Product: C(C)(C)(C)OC(\C=C\C1=CN(C=C1)S(=O)(=O)C1=CC=C(C=C1)CBr)=O ((E)-3-[1-(4-Bromomethyl-benzenesulfonyl)-1H-pyrrol-3-yl]-acrylic acid tert-butyl ester). As a reaction SMILES: [H-].[Na+].[C:3]([O:7][C:8](=[O:16])/[CH:9]=[CH:10]/[C:11]1[CH:15]=[CH:14][NH:13][CH:12]=1)([CH3:6])([CH3:5])[CH3:4].[Br:17][CH2:18][C:19]1[CH:24]=[CH:23][C:22]([S:25](Cl)(=[O:27])=[O:26])=[CH:21][CH:20]=1.O>C1COCC1>[C:3]([O:7][C:8](=[O:16])/[CH:9]=[CH:10]/[C:11]1[CH:15]=[CH:14][N:13]([S:25]([C:22]2[CH:21]=[CH:20][C:19]([CH2:18][Br:17])=[CH:24][CH:23]=2)(=[O:26])=[O:27])[CH:12]=1)([CH3:6])([CH3:4])[CH3:5] |f:0.1|. Procedure details: 4.25 g of sodium hydride (60% strength) are suspended in 300 ml of THF under nitrogen at −30° C. 9.78 g of (E)-3-(1H-1-pyrrol-3-yl)-acrylic acid tert-butyl ester (compound D1) are added to the suspension and warmed slowly to room temperature during 55 min. Afterwards it is recooled to −30° C. and it is added 13.98 g of 4-(bromomethyl)-benzenesulphonylchloride and stirred for 45 min. Then it is warmed to room temperature and stirred for 2 hour. After cooling to 0-5° C. water is added. Then the mi... Starting materials: N1C=CC2=CC=C(C=C12)C(=O)OC (methyl 1H-indole-6-carboxylate), BrCCOC (1-bromo-2-methoxyethane). The product is COCCN1C=CC2=CC=C(C=C12)C(=O)OC (Methyl 1-(2-methoxyethyl)-1H-indole-6-carboxylate). Yield: 30.0%. As a reaction SMILES: [NH:1]1[C:9]2[C:4](=[CH:5][CH:6]=[C:7]([C:10]([O:12][CH3:13])=[O:11])[CH:8]=2)[CH:3]=[CH:2]1.Br[CH2:15][CH2:16][O:17][CH3:18]>>[CH3:18][O:17][CH2:16][CH2:15][N:1]1[C:9]2[C:4](=[CH:5][CH:6]=[C:7]([C:10]([O:12][CH3:13])=[O:11])[CH:8]=2)[CH:3]=[CH:2]1. Reported procedure: The title compound was prepared in 30% yield (79 mg, colorless syrup) from methyl 1H-indole-6-carboxylate (200 mg, 1.14 mmol) and 1-bromo-2-methoxyethane (190 mg, 1.37 mmol) by the similar manner in Step-1 of Intermediate-9.